This data is from the Open Reaction Database (ORD), a public repository of structured organic reaction records. The task is: describe an organic reaction: reactants, conditions, products, and yield The reactants are COc1cc(NC(C)=O)ccc1OCCCN1CCN(c2ccccc2)CC1, Cl, [Na+], [OH-]. Product: COc1cc(N)ccc1OCCCN1CCN(c2ccccc2)CC1. As a reaction SMILES: [C:1](=[O:2])([CH3:3])[NH:4][c:5]1[cH:6][c:7]([O:27][CH3:28])[c:8]([O:9][CH2:10][CH2:11][CH2:12][N:13]2[CH2:14][CH2:15][N:16]([c:19]3[cH:20][cH:21][cH:22][cH:23][cH:24]3)[CH2:17][CH2:18]2)[cH:25][cH:26]1.[ClH:31].[Na+:30].[OH-:29]>>[NH2:4][c:5]1[cH:6][c:7]([O:27][CH3:28])[c:8]([O:9][CH2:10][CH2:11][CH2:12][N:13]2[CH2:14][CH2:15][N:16]([c:19]3[cH:20][cH:21][cH:22][cH:23][cH:24]3)[CH2:17][CH2:18]2)[cH:25][cH:26]1. Run in CN(C=O)C (N,N-dimethylformamide). The yield is 102.8%. The product is CC=1N(C(C(=NC1)NCCC=1C=C(OC[C@@H]2N(CCC2)C(=O)OC(C)(C)C)C=CC1)=O)CC(=O)NCC=1C=C2C(=CNC2=CC1)C (tert-Butyl (2R)-2-{[3-(2-{[5-Methyl-4-(2-{[(3-methyl-1H-indol-5-yl)methyl]amino}-2-oxoethyl)-3-oxo-3,4-dihydro-2-pyrazinyl]amino}ethyl)phenoxy]methyl}-1-pyrrolidinecarboxylate). Procedure: A mixture of 2-[3-[(3-{[(2R)-1-(tert-butoxycarbonyl)pyrrolidinyl]methoxy}phenethyl)amino]-6-methyl-2-oxo-1(2H)-pyrazinyl]acetic acid (preparation 136) (65 mg, 0.13 mmol), (3-methyl-1H-indol-5-yl)methylamine (preparation 36) (25 mg, 0.16 mmol), HOBT (20 mg, 0.15 mmol), WSCDl.HCl (31 mg, 0.16 mmol) and N-methylmorpholine (40 mg, 0.40 mmol) in N,N-dimethylformamide (2.5 ml), was stirred at room temperature for 20 hrs. The reaction mixture was partitioned between ethyl acetate and water and the phas... The reactants are C(C)(C)(C)OC(=O)N1[C@H](CCC1)COC=1C=C(CCNC=2C(N(C(=CN2)C)CC(=O)O)=O)C=CC1 (2-[3-[(3-{[(2R)-1-(tert-butoxycarbonyl)pyrrolidinyl]methoxy}phenethyl)amino]-6-methyl-2-oxo-1(2H)-pyrazinyl]acetic acid), CC1=CNC2=CC=C(C=C12)CN ((3-methyl-1H-indol-5-yl)methylamine), C=1C=CC2=C(C1)N=NN2O (HOBT), Cl (HCl), CN1CCOCC1 (N-methylmorpholine). RXN SMILES: [C:1]([O:5][C:6]([N:8]1[CH2:12][CH2:11][CH2:10][C@@H:9]1[CH2:13][O:14][C:15]1[CH:16]=[C:17]([CH:33]=[CH:34][CH:35]=1)[CH2:18][CH2:19][NH:20][C:21]1[C:22](=[O:32])[N:23]([CH2:28][C:29](O)=[O:30])[C:24]([CH3:27])=[CH:25][N:26]=1)=[O:7])([CH3:4])([CH3:3])[CH3:2].[CH3:36][C:37]1[C:45]2[C:40](=[CH:41][CH:42]=[C:43]([CH2:46][NH2:47])[CH:44]=2)[NH:39][CH:38]=1.C1C=CC2N(O)N=NC=2C=1.Cl.CN1CCOCC1>CN(C)C=O>[CH3:27][C:24]1[N:23]([CH2:28][C:29]([NH:47][CH2:46][C:43]2[CH:44]=[C:45]3[C:40](=[CH:41][CH:42]=2)[NH:39][CH:38]=[C:37]3[CH3:36])=[O:30])[C:22](=[O:32])[C:21]([NH:20][CH2:19][CH2:18][C:17]2[CH:16]=[C:15]([CH:35]=[CH:34][CH:33]=2)[O:14][CH2:13][C@H:9]2[CH2:10][CH2:11][CH2:12][N:8]2[C:6]([O:5][C:1]([CH3:2])([CH3:3])[CH3:4])=[O:7])=[N:26][CH:25]=1. Reactants: O=C1c2ccccc2CCc2ccc(Br)cc21, CN(C)C=O, Cl[Fe](Cl)Cl, Cl, N#C[Cu]C#N, O. The product is N#Cc1ccc2c(c1)C(=O)c1ccccc1CC2. RXN SMILES: [Br:1][c:2]1[cH:3][cH:4][c:5]2[c:6]([cH:17]1)[C:7](=[O:16])[c:8]1[c:9]([cH:12][cH:13][cH:14][cH:15]1)[CH2:10][CH2:11]2.[CH3:23][N:24]([CH3:25])[CH:26]=[O:27].[Cl:29][Fe:30]([Cl:31])[Cl:32].[ClH:28].[Cu:18]([C:19]#[N:20])[C:21]#[N:22].[OH2:33]>>[c:2]1([C:19]#[N:20])[cH:3][cH:4][c:5]2[c:6]([cH:17]1)[C:7](=[O:16])[c:8]1[c:9]([cH:12][cH:13][cH:14][cH:15]1)[CH2:10][CH2:11]2.